This data is from the Open Reaction Database (ORD), a public repository of structured organic reaction records. The task is: describe an organic reaction: reactants, conditions, products, and yield Reactants: CC(C)CCON=O, CO, O=S(=O)(O)C(F)(F)F, Nc1ccc([N+](=O)[O-])cc1O. Yields the product O=S(=O)([O-])C(F)(F)F, N#[N+]c1ccc([N+](=O)[O-])cc1O. Reaction SMILES: [CH3:20][CH:21]([CH2:22][CH2:23][O:24][N:26]=[O:25])[CH3:27].[CH3:28][OH:29].[F:12][C:13]([S:14](=[O:15])(=[O:16])[OH:17])([F:18])[F:19].[NH2:1][c:2]1[c:3]([OH:11])[cH:4][c:5]([N+:8](=[O:9])[O-:10])[cH:6][cH:7]1>>[F:12][C:13]([S:14](=[O:15])(=[O:16])[O-:17])([F:18])[F:19].[N+:1]([c:2]1[c:3]([OH:11])[cH:4][c:5]([N+:8](=[O:9])[O-:10])[cH:6][cH:7]1)#[N:26]. The reactants are C(=O)(O)C1=CC=C(C=C1)C1C(CN(CC1)C(=O)OCC1=CC=CC=C1)OCC=1C=CC2=C(N(CCO2)CCCOC)C1 (benzyl 4-(4-carboxyphenyl)-3-[4-(3-methoxypropyl)-3,4-dihydro-2H-benzo[1,4]oxazin-6-ylmethoxy]piperidine-1-carboxylate), O(C1=CC=CC=C1)[C@H]1CNCC1 ((R)-3-phenoxypyrrolidine). Product: COCCCN1CCOC2=C1C=C(C=C2)COC2CN(CCC2C2=CC=C(C=C2)C(=O)N2CC(CC2)OC2=CC=CC=C2)C(=O)OCC2=CC=CC=C2 (Benzyl 3-[4-(3-methoxypropyl)-3,4-dihydro-2H-benzo[1,4]oxazin-6-ylmethoxy]-4-[4-(3-phenoxypyrrolidine-1-carbonyl)phenyl]piperidine-1-carboxylate). As a reaction SMILES: [C:1]([C:4]1[CH:9]=[CH:8][C:7]([CH:10]2[CH2:15][CH2:14][N:13]([C:16]([O:18][CH2:19][C:20]3[CH:25]=[CH:24][CH:23]=[CH:22][CH:21]=3)=[O:17])[CH2:12][CH:11]2[O:26][CH2:27][C:28]2[CH:29]=[CH:30][C:31]3[O:36][CH2:35][CH2:34][N:33]([CH2:37][CH2:38][CH2:39][O:40][CH3:41])[C:32]=3[CH:42]=2)=[CH:6][CH:5]=1)(O)=[O:2].[O:43]([C@@H:50]1[CH2:54][CH2:53][NH:52][CH2:51]1)[C:44]1[CH:49]=[CH:48][CH:47]=[CH:46][CH:45]=1>>[CH3:41][O:40][CH2:39][CH2:38][CH2:37][N:33]1[C:32]2[CH:42]=[C:28]([CH2:27][O:26][CH:11]3[CH:10]([C:7]4[CH:6]=[CH:5][C:4]([C:1]([N:52]5[CH2:53][CH2:54][CH:50]([O:43][C:44]6[CH:45]=[CH:46][CH:47]=[CH:48][CH:49]=6)[CH2:51]5)=[O:2])=[CH:9][CH:8]=4)[CH2:15][CH2:14][N:13]([C:16]([O:18][CH2:19][C:20]4[CH:21]=[CH:22][CH:23]=[CH:24][CH:25]=4)=[O:17])[CH2:12]3)[CH:29]=[CH:30][C:31]=2[O:36][CH2:35][CH2:34]1. Procedure: Analogously to Example 255b, 0.207 g of benzyl 4-(4-carboxyphenyl)-3-[4-(3-methoxypropyl)-3,4-dihydro-2H-benzo[1,4]oxazin-6-ylmethoxy]piperidine-1-carboxylate (Example 243b) and 0.0832 g of (R)-3-phenoxypyrrolidine are reacted. The title compound is obtained as a colourless oil. Rf=0.17 (EtOAc); Rt=5.33.